From a dataset of the Open Reaction Database (ORD), a public repository of structured organic reaction records. describe an organic reaction: reactants, conditions, products, and yield The reactants are Cl (hydrochloric acid), BrC=1C=C2C=CC(=CC2=CC1)O (6-bromonaphthalen-2-ol), C(C#C)O (prop-2-yn-1-ol), C(C)(C)NC(C)C (diisopropylamine). Reagents/catalysts: Cl[Pd]([P](C1=CC=CC=C1)(C2=CC=CC=C2)C3=CC=CC=C3)([P](C4=CC=CC=C4)(C5=CC=CC=C5)C6=CC=CC=C6)Cl (bis(triphenylphosphine)palladium(II) chloride), [Cu]I (copper(I) iodide). Solvent: CN(C)C=O (DMF), O (water), C(C)(=O)OCC (ethyl acetate). The product is OCC#CC=1C=C2C=CC(=CC2=CC1)O (6-(3-hydroxyprop-1-ynyl)naphthalen-2-ol). Reaction SMILES: Br[C:2]1[CH:3]=[C:4]2[C:9](=[CH:10][CH:11]=1)[CH:8]=[C:7]([OH:12])[CH:6]=[CH:5]2.[CH2:13]([OH:16])[C:14]#[CH:15].C(NC(C)C)(C)C.Cl>CN(C=O)C.Cl[Pd](Cl)([P](C1C=CC=CC=1)(C1C=CC=CC=1)C1C=CC=CC=1)[P](C1C=CC=CC=1)(C1C=CC=CC=1)C1C=CC=CC=1.[Cu]I.O.C(OCC)(=O)C>[OH:16][CH2:13][C:14]#[C:15][C:2]1[CH:3]=[C:4]2[C:9](=[CH:10][CH:11]=1)[CH:8]=[C:7]([OH:12])[CH:6]=[CH:5]2 |^1:32,51|. Procedure: 9.00 g (40.3 mmol) of 6-bromonaphthalen-2-ol, 3.5 g (62.4 mmol) of prop-2-yn-1-ol, 1.00 g (1.43 mmol) of bis(triphenylphosphine)palladium(II) chloride, 0.5 g (2.63 mmol) of copper(I) iodide and 10 ml of diisopropylamine are left to stir overnight at 80° C. in 60 ml of DMF. The batch is subsequently added to 200 ml of ethyl acetate, 400 ml of water are added, and the mixture is acidified using hydrochloric acid. The aqueous phase is separated off and extracted three times with ethyl acetate. The ...